From a dataset of the Open Reaction Database (ORD), a public repository of structured organic reaction records. describe an organic reaction: reactants, conditions, products, and yield Reactants: ClC=1C=C(C=CC1)CC#N (3-chlorophenylacetonitrile), COC1=C(C=O)C=C(C(=C1)OC)OC (2,4,5-trimethoxybenzaldehyde). The reagents and catalysts are [OH-].[Na+] (sodium hydroxide). Run in C(C)O (ethanol). Yields the product C(#N)C(C1=CC(=CC=C1)Cl)=CC1=C(C=C(C(=C1)OC)OC)OC (α-cyano-3-chloro-2',4',5'-trimethoxystilbene). Isolated yield 92.5%. As a reaction SMILES: [Cl:1][C:2]1[CH:3]=[C:4]([CH2:8][C:9]#[N:10])[CH:5]=[CH:6][CH:7]=1.[CH3:11][O:12][C:13]1[CH:20]=[C:19]([O:21][CH3:22])[C:18]([O:23][CH3:24])=[CH:17][C:14]=1[CH:15]=O>C(O)C.[OH-].[Na+]>[C:9]([C:8](=[CH:15][C:14]1[CH:17]=[C:18]([O:23][CH3:24])[C:19]([O:21][CH3:22])=[CH:20][C:13]=1[O:12][CH3:11])[C:4]1[CH:5]=[CH:6][CH:7]=[C:2]([Cl:1])[CH:3]=1)#[N:10] |f:3.4|. Reported procedure: 3-chlorophenylacetonitrile (purchased from Tokyo Kasei), 1.96 g (10.0 mmol), and 1.96 g (10.0 mmol) of 2,4,5-trimethoxybenzaldehyde (purchased from Lancaster) were dissolved in 10 ml of ethanol (purchased from Kokusan Kagaku) under heating, 2 drops of 20% aqueous sodium hydroxide solution was added to the solution and stirred over night, and the precipitate was crushed, and washed with ethanol twice and hexane twice, and dried to give 3.05 g (yield: 92.5%) of α-cyano-3-chloro-2',4',5'-trimethoxy... Starting materials: C1NCCC2=CC=CC=C12 (1,2,3,4-tetrahydroisoquinoline), C(C1=CC=CC=C1)N1CCC(CC1)C=O ((1-Benzyl)piperidine-4-carboxaldehyde), C(C)(C)N(CC)C(C)C (diisopropylethylamine), C(C)(=O)O[BH-](OC(C)=O)OC(C)=O.[Na+] (sodium triacetoxyborohydride). Yields the product C(C1=CC=CC=C1)N1CCC(CC1)CN1CC2=CC=CC=C2CC1 (2-((1-Benzyl-piperidin-4-yl)methyl)-1,2,3,4-tetrahydro-isoquinoline). RXN SMILES: [CH2:1]1[C:10]2[C:5](=[CH:6][CH:7]=[CH:8][CH:9]=2)[CH2:4][CH2:3][NH:2]1.[CH2:11]([N:18]1[CH2:23][CH2:22][CH:21]([CH:24]=O)[CH2:20][CH2:19]1)[C:12]1[CH:17]=[CH:16][CH:15]=[CH:14][CH:13]=1.C(N(C(C)C)CC)(C)C.C(O[BH-](OC(=O)C)OC(=O)C)(=O)C.[Na+]>>[CH2:11]([N:18]1[CH2:23][CH2:22][CH:21]([CH2:24][N:2]2[CH2:3][CH2:4][C:5]3[C:10](=[CH:9][CH:8]=[CH:7][CH:6]=3)[CH2:1]2)[CH2:20][CH2:19]1)[C:12]1[CH:17]=[CH:16][CH:15]=[CH:14][CH:13]=1 |f:3.4|. Procedure details: The title compound was prepared from 1,2,3,4-tetrahydroisoquinoline, 1-benzyl-piperidine-4-carbaldehyde (from Example 162, step A), diisopropylethylamine and sodium triacetoxyborohydride using a procedure analogous to that described in Example 1,, Step J. The reactants are CS(=O)(=O)c1ccc2c(ccn2N)c1, CCOC(C)=O, [Cl-], O=C(O)c1cnc(-c2cccc(F)c2)nc1, [K+], [K+], O=C([O-])[O-], O. Product: CS(=O)(=O)c1ccc2c(ccn2NC(=O)c2cnc(-c3cccc(F)c3)nc2)c1. Reaction SMILES: [CH3:18][S:19](=[O:20])(=[O:21])[c:22]1[cH:23][c:24]2[cH:25][cH:26][n:27]([NH2:31])[c:28]2[cH:29][cH:30]1.[CH3:38][CH2:39][O:40][C:41]([CH3:42])=[O:43].[Cl-:1].[F:2][c:3]1[cH:4][c:5](-[c:9]2[n:10][cH:11][c:12]([C:15](=[O:16])[OH:17])[cH:13][n:14]2)[cH:6][cH:7][cH:8]1.[K+:32].[K+:33].[O-:34][C:35]([O-:36])=[O:37].[OH2:44]>>[F:2][c:3]1[cH:4][c:5](-[c:9]2[n:10][cH:11][c:12]([C:15](=[O:17])[NH:31][n:27]3[cH:26][cH:25][c:24]4[cH:23][c:22]([S:19]([CH3:18])(=[O:20])=[O:21])[cH:30][cH:29][c:28]43)[cH:13][n:14]2)[cH:6][cH:7][cH:8]1. Starting materials: ClC=1C(=C(C=2N(N1)C(=NN2)N)CC)C (6-Chloro-8-ethyl-7-methyl-[1,2,4]triazolo[4,3-b]pyridazin-3-ylamine), C(C)O (ethanol), [O-]CC.[Na+] (sodium ethoxide). Run in O (water). Conditions: time 3.5 hour. Yields the product C(C)OC=1C(=C(C=2N(N1)C(=NN2)N)CC)C (6-Ethoxy-8-ethyl-7-methyl-[1,2,4]triazolo[4,3-b]pyridazin-3-ylamine). RXN SMILES: Cl[C:2]1[C:3]([CH3:14])=[C:4]([CH2:12][CH3:13])[C:5]2[N:6]([C:8]([NH2:11])=[N:9][N:10]=2)[N:7]=1.[CH2:15]([OH:17])[CH3:16].[O-]CC.[Na+]>O>[CH2:15]([O:17][C:2]1[C:3]([CH3:14])=[C:4]([CH2:12][CH3:13])[C:5]2[N:6]([C:8]([NH2:11])=[N:9][N:10]=2)[N:7]=1)[CH3:16] |f:2.3|. Procedure details: 6-Chloro-8-ethyl-7-methyl-[1,2,4]triazolo[4,3-b]pyridazin-3-ylamine (W2.008, 273 mg) was dissolved in abs. ethanol (20 ml) while stirring. Thereafter, the reaction mixture was admixed with sodium ethoxide (176 mg) and stirred at RT for 3.5 h. After standing over the weekend, the solvent was drawn off, and the residue was admixed with water and extracted three times with dichloromethane. The combined organic phases were dried over sodium sulfate and, after the desiccant had been filtered off, dri... Starting materials: BrC=1C=CC(=C(C#N)C1)F (5-Bromo-2-fluorobenzonitrile), O1CCOCC1 (dioxane), C(C1=CC=CC=C1)N1N=CC(=C1)B1OC(C(O1)(C)C)(C)C (1-benzyl-4-(4,4,5,5-tetramethyl-1,3,2-dioxaborolan-2-yl)-1H-pyrazole), C([O-])([O-])=O.[K+].[K+] (potassium carbonate). Reagents/catalysts: Cl[Pd]([P](C1=CC=CC=C1)(C2=CC=CC=C2)C3=CC=CC=C3)([P](C4=CC=CC=C4)(C5=CC=CC=C5)C6=CC=CC=C6)Cl (dichlorobis(triphenylphosphine)palladium(II)). Solvent: C(Cl)Cl (methylene chloride), O (water). Run at temperature 110 celsius. The product is C(C1=CC=CC=C1)N1N=CC(=C1)C=1C=CC(=C(C#N)C1)F (5-(1-Benzyl-1H-pyrazol-4-yl)-2-fluorobenzonitrile). Reaction SMILES: Br[C:2]1[CH:3]=[CH:4][C:5]([F:10])=[C:6]([CH:9]=1)[C:7]#[N:8].[CH2:11]([N:18]1[CH:22]=[C:21](B2OC(C)(C)C(C)(C)O2)[CH:20]=[N:19]1)[C:12]1[CH:17]=[CH:16][CH:15]=[CH:14][CH:13]=1.C(=O)([O-])[O-].[K+].[K+].O1CCOCC1>C(Cl)Cl.Cl[Pd](Cl)([P](C1C=CC=CC=1)(C1C=CC=CC=1)C1C=CC=CC=1)[P](C1C=CC=CC=1)(C1C=CC=CC=1)C1C=CC=CC=1.O>[CH2:11]([N:18]1[CH:22]=[C:21]([C:2]2[CH:3]=[CH:4][C:5]([F:10])=[C:6]([CH:9]=2)[C:7]#[N:8])[CH:20]=[N:19]1)[C:12]1[CH:17]=[CH:16][CH:15]=[CH:14][CH:13]=1 |f:2.3.4,^1:49,68|. Procedure details: 5-Bromo-2-fluorobenzonitrile (484 mg, 2.42 mmol), 1-benzyl-4-(4,4,5,5-tetramethyl-1,3,2-dioxaborolan-2-yl)-1H-pyrazole (736 mg, 2.59 mmol), dichlorobis(triphenylphosphine)palladium(II) (174 mg, 0.248 mmol), and potassium carbonate (1.36 g, 9.84 mmol) were combined in a sealed vial with dioxane (10 mL) and water (1 mL) under an inert atmosphere of nitrogen, and the mixture was heated to 110° C. overnight. The mixture was diluted with methylene chloride and washed with water. The organic layer was... The reactants are N(=NC(=O)OC(C)(C)C)C(=O)OC(C)(C)C (Di-tert-butyl azodicarboxylate), ClC=1C=C(C=CC1C#N)C1=C(C=NN1)C#N (5-(3-chloro-4-cyanophenyl)-1H-pyrazole-4-carbonitrile), OC[C@H](C)NC(OC(C)(C)C)=O ((S)-tert-butyl 1-hydroxypropan-2-ylcarbamate), C1(=CC=CC=C1)P(C1=CC=CC=C1)C1=CC=CC=C1 (triphenyl phosphine). The solvent is C1CCOC1 (THF), C1CCOC1 (THF). Run at temperature 0 celsius, time 10 minute. Product: N[C@H](CN1N=C(C(=C1)C#N)C1=CC(=C(C=C1)C#N)Cl)C ((S)-1-(2-aminopropyl)-3-(3-chloro-4-cyanophenyl)-1H-pyrazole-4-carbonitrile). Reaction SMILES: [Cl:1][C:2]1[CH:3]=[C:4]([C:10]2[NH:14][N:13]=[CH:12][C:11]=2[C:15]#[N:16])[CH:5]=[CH:6][C:7]=1[C:8]#[N:9].O[CH2:18][C@@H:19]([NH:21]C(=O)OC(C)(C)C)[CH3:20].C1(P(C2C=CC=CC=2)C2C=CC=CC=2)C=CC=CC=1.N(C(OC(C)(C)C)=O)=NC(OC(C)(C)C)=O>C1COCC1>[NH2:21][C@@H:19]([CH3:20])[CH2:18][N:13]1[CH:12]=[C:11]([C:15]#[N:16])[C:10]([C:4]2[CH:5]=[CH:6][C:7]([C:8]#[N:9])=[C:2]([Cl:1])[CH:3]=2)=[N:14]1. Procedure details: 5-(3-chloro-4-cyanophenyl)-1H-pyrazole-4-carbonitrile (0.9 g, 3.94 mmol) dissolved in dry THF (15 ml), (S)-tert-butyl 1-hydroxypropan-2-ylcarbamate (0.690 g, 3.94 mmol) and triphenyl phosphine (1.549 g, 5.90 mmol) dissolved in dry THF (15 ml) were loaded into a flask and cooled to 0° C. with an ice bath. Di-tert-butyl azodicarboxylate (1.360 g, 5.90 mmol) was added slowly and stirred for 10 min while keeping the temperature at 0° C. The temperature was allowed to rise to RT and the mixture was s... The reactants are NC1=C(C(=O)NCCN2CCC(CC2)CC2=CC=C(C=C2)F)C=CC=C1 (2-amino-N-[2-[4-(4-fluorobenzyl)-1-piperidinyl]ethyl]benzamide), C(C)(=O)OC(C)=O (acetic acid anhydride), CC1=CC=CC=C1 (methylbenzene). The product is FC1=CC=C(C(=O)C2CCN(CC2)CCN2C(=NC3=CC=CC=C3C2=O)C)C=C1 (3-[2-[4-(4-fluorobenzoyl)-1-piperidinyl]ethyl]-2-methyl-4(3H)-quinazolinone). Yield: 69.0%. Reaction SMILES: [NH2:1][C:2]1[CH:26]=[CH:25][CH:24]=[CH:23][C:3]=1[C:4]([NH:6][CH2:7][CH2:8][N:9]1[CH2:14][CH2:13][CH:12]([CH2:15][C:16]2[CH:21]=[CH:20][C:19]([F:22])=[CH:18][CH:17]=2)[CH2:11][CH2:10]1)=[O:5].C(OC(=O)C)(=[O:29])C.C[C:35]1[CH:40]=CC=CC=1>>[F:22][C:19]1[CH:18]=[CH:17][C:16]([C:15]([CH:12]2[CH2:13][CH2:14][N:9]([CH2:8][CH2:7][N:6]3[C:4](=[O:5])[C:3]4[C:2](=[CH:26][CH:25]=[CH:24][CH:23]=4)[N:1]=[C:40]3[CH3:35])[CH2:10][CH2:11]2)=[O:29])=[CH:21][CH:20]=1. Reported procedure: A mixture of 6 parts of 2-amino-N-[2-[4-(4-fluorobenzyl)-1-piperidinyl]ethyl]benzamide, 10 parts of acetic acid anhydride and 108 parts of methylbenzene is stirred and refluxed overnight. The reaction mixture is evaporated and water is added to the oily residue. The whole is alkalized with a dilute sodium hydroxide solution and extracted with trichloromethane. The extract is dried, filtered and evaporated. The oily residue is crystallized from a mixture of 4-methyl-2-pentanone and 2,2'-oxybispro... Reactants: FC1=C(C=CC(=C1)B1OC(C(O1)(C)C)(C)C)C=1N=CC(=NC1)N (5-(2-fluoro-4-(4,4,5,5-tetramethyl-1,3,2-dioxaborolan-2-yl)phenyl)pyrazin-2-amine), BrC1=C(C=CC=C1)S(=O)(=O)C(C)C (1-bromo-2-(isopropylsulfonyl)benzene). The product is FC=1C=C(C=CC1C=1N=CC(=NC1)N)C1=C(C=CC=C1)S(=O)(=O)C(C)C (5-{3-Fluoro-2′-[(1-methylethyl)sulfonyl]biphenyl-4-yl}pyrazin-2-amine). As a reaction SMILES: [F:1][C:2]1[CH:7]=[C:6](B2OC(C)(C)C(C)(C)O2)[CH:5]=[CH:4][C:3]=1[C:17]1[N:18]=[CH:19][C:20]([NH2:23])=[N:21][CH:22]=1.Br[C:25]1[CH:30]=[CH:29][CH:28]=[CH:27][C:26]=1[S:31]([CH:34]([CH3:36])[CH3:35])(=[O:33])=[O:32]>>[F:1][C:2]1[CH:7]=[C:6]([C:25]2[CH:30]=[CH:29][CH:28]=[CH:27][C:26]=2[S:31]([CH:34]([CH3:36])[CH3:35])(=[O:32])=[O:33])[CH:5]=[CH:4][C:3]=1[C:17]1[N:18]=[CH:19][C:20]([NH2:23])=[N:21][CH:22]=1. Procedure details: The title compound was prepared using analogous conditions to those described in Example 1 utilizing 5-(2-fluoro-4-(4,4,5,5-tetramethyl-1,3,2-dioxaborolan-2-yl)phenyl)pyrazin-2-amine and 1-bromo-2-(isopropylsulfonyl)benzene. MS (ESI): mass calcd. for C19H18FN3O2S, 371.11; m/z found, 372.1 [M+H]+. 1H NMR (400 MHz, CD3OD) δ 8.42 (s, 1H), 8.15 (dd, J=8.0, 1.1, 1H), 8.09 (d, J=1.4, 1H), 7.93 (m, 1H), 7.78 (m, 1H), 7.68 (m, 1H), 7.51-7.44 (m, 1H), 7.37-7.28 (m, 2H), 2.90-2.77 (m, 1H), 1.09 (d, J=6.8,... Reactants: BrC1=CC=C(C=C1)C(C)(C)N1CCN(CC1)S(=O)(=O)C1=CC=C(C=C1)C (1-[1-(4-bromo-phenyl)-1-methyl-ethyl]-4-(toluene-4-sulfonyl)-piperazine), CN(C)C=O (DMF). The reagents and catalysts are [C-]#N.[Zn+2].[C-]#N (zinc cyanide), C=1C=CC(=CC1)[P](C=2C=CC=CC2)(C=3C=CC=CC3)[Pd]([P](C=4C=CC=CC4)(C=5C=CC=CC5)C=6C=CC=CC6)([P](C=7C=CC=CC7)(C=8C=CC=CC8)C=9C=CC=CC9)[P](C=1C=CC=CC1)(C=1C=CC=CC1)C=1C=CC=CC1 (tetrakis(triphenylphosphine)palladium(0)). Product: CC(C)(N1CCN(CC1)S(=O)(=O)C1=CC=C(C=C1)C)C1=CC=C(C#N)C=C1 (4-{1-methyl-1-[4-(toluene-4-sulfonyl)-piperazin-1-yl]-ethyl]-benzonitrile). The yield is 47.0%. As a reaction SMILES: Br[C:2]1[CH:7]=[CH:6][C:5]([C:8]([N:11]2[CH2:16][CH2:15][N:14]([S:17]([C:20]3[CH:25]=[CH:24][C:23]([CH3:26])=[CH:22][CH:21]=3)(=[O:19])=[O:18])[CH2:13][CH2:12]2)([CH3:10])[CH3:9])=[CH:4][CH:3]=1.[CH3:27][N:28](C=O)C>[C-]#N.[Zn+2].[C-]#N.C1C=CC([P]([Pd]([P](C2C=CC=CC=2)(C2C=CC=CC=2)C2C=CC=CC=2)([P](C2C=CC=CC=2)(C2C=CC=CC=2)C2C=CC=CC=2)[P](C2C=CC=CC=2)(C2C=CC=CC=2)C2C=CC=CC=2)(C2C=CC=CC=2)C2C=CC=CC=2)=CC=1>[CH3:9][C:8]([C:5]1[CH:6]=[CH:7][C:2]([C:27]#[N:28])=[CH:3][CH:4]=1)([N:11]1[CH2:16][CH2:15][N:14]([S:17]([C:20]2[CH:25]=[CH:24][C:23]([CH3:26])=[CH:22][CH:21]=2)(=[O:19])=[O:18])[CH2:13][CH2:12]1)[CH3:10] |f:2.3.4,^1:40,42,61,80|. Procedure details: To a solution of 1-[1-(4-bromo-phenyl)-1-methyl-ethyl]-4-(toluene-4-sulfonyl)-piperazine (200 mg, 0.45 mmol) in DMF (3 mL) was added zinc cyanide (64.41 mg, 0.54 mmol) and tetrakis(triphenylphosphine)palladium(0) (52 mg, 0.045 mmol) and the reaction mixture degassed for 10 min under N2. The reaction mixture was then subjected to microwave irradiation for 30 min at 180° C., afterwhich time the reaction was diluted with 1:1 CH2Cl2/EtOAc (20 mL), washed with water (2×10 mL), passed through a phase ...